From a dataset of the Open Reaction Database (ORD), a public repository of structured organic reaction records. describe an organic reaction: reactants, conditions, products, and yield Reactants: ClC=1C=C(C=CC1)C1(CCCC1)CO ((1-(3-Chlorophenyl)cyclopentyl)methanol), FC(C1=CC=C(C=C1)C1(CCCC1)COS(=O)(=O)C)(F)F (methanesulfonic acid 1-(4-trifluoromethyl-phenyl)-cyclopentylmethyl ester). Product: CS(=O)(=O)OCC1(CCCC1)C1=CC(=CC=C1)Cl ((1-(3-Chlorophenyl)cyclopentyl)methyl methanesulfonate). As a reaction SMILES: [Cl:1][C:2]1[CH:3]=[C:4]([C:8]2([CH2:13][OH:14])[CH2:12][CH2:11][CH2:10][CH2:9]2)[CH:5]=[CH:6][CH:7]=1.FC(F)(F)C1C=CC(C2(C[O:29][S:30]([CH3:33])(=O)=[O:31])CCCC2)=CC=1>>[CH3:33][S:30]([O:14][CH2:13][C:8]1([C:4]2[CH:5]=[CH:6][CH:7]=[C:2]([Cl:1])[CH:3]=2)[CH2:12][CH2:11][CH2:10][CH2:9]1)(=[O:31])=[O:29]. Procedure details: (1-(3-Chlorophenyl)cyclopentyl)methyl methanesulfonate (497) was synthesized from (1-(3-chlorophenyl)cyclopentyl)methanol (496) following the procedure described for Methanesulfonic acid 1-(4-trifluoromethyl-phenyl)-cyclopentylmethyl ester (240). The reactants are CC(C1=CC=CC=C1)(C(C)(C2=CC=CC=C2)O)O (acetophenone pinacol), C(C)OC(OCC)OCC (triethoxymethane), C(C1=CC=CC=C1)(=O)O (benzoic acid). Yields the product C1(=CC=CC=C1)C(C)=C(C)C1=CC=CC=C1 (2,3-diphenyl-2-butene). Isolated yield 88.0%. As a reaction SMILES: [CH3:1][C:2](O)([C:9](O)([C:11]1[CH:16]=[CH:15][CH:14]=[CH:13][CH:12]=1)[CH3:10])[C:3]1[CH:8]=[CH:7][CH:6]=[CH:5][CH:4]=1.C(OC(OCC)OCC)C.C(O)(=O)C1C=CC=CC=1>>[C:3]1([C:2](=[C:9]([C:11]2[CH:12]=[CH:13][CH:14]=[CH:15][CH:16]=2)[CH3:10])[CH3:1])[CH:8]=[CH:7][CH:6]=[CH:5][CH:4]=1. Reported procedure: A high yield, four step synthesis process is disclosed for producing the omer, 2,3-diphenyl-1,3-butadiene, wherein in step 1 acetophenone pinacol is produced from the dimerization of acetophenone in 96% yield; in step 2 acetophenone pinacol is reacted with triethoxymethane and benzoic acid to produce 2,3-diphenyl-2-butene in about 88-96% yield. The 2,3-diphenyl-2-butene and N-bromosuccinimide (NBS) are reacted together in step 3 in an ultra violet reactor and in a CCl4 reaction solvent to produc... Reactants: C(C1=CC=CC=C1)OC(=O)N1[C@H]([C@H]([C@@H]([C@H]1CO)COCC1=CC=CC=C1)C(=O)OC)C1=CC=CC=C1 ((2R*,3S*,4S*,5S*)-1-benzyloxycarbonyl-4-benzyloxymethyl-5-hydroxymethyl-3-methoxycarbonyl-2-phenylpyrrolidine), N1C=NC=C1 (imidazole), [Si](C)(C)(C(C)(C)C)Cl (t-butyldimethylsilyl chloride). Solvent: CN(C)C=O (DMF). The product is C(C1=CC=CC=C1)OC(=O)N1[C@H]([C@H]([C@@H]([C@H]1CO[Si](C)(C)C(C)(C)C)COCC1=CC=CC=C1)C(=O)OC)C1=CC=CC=C1 ((2R*,3S*,4S*,5S*)-1-Benzyloxycarbonyl-4-benzyloxymethyl-5-(t-butyldimethylsilyloxy)methyl-3-methoxycarbonyl-2-phenylpyrrolidine). Yield: 117.1%. As a reaction SMILES: [CH2:1]([O:8][C:9]([N:11]1[C@H:15]([CH2:16][OH:17])[C@@H:14]([CH2:18][O:19][CH2:20][C:21]2[CH:26]=[CH:25][CH:24]=[CH:23][CH:22]=2)[C@H:13]([C:27]([O:29][CH3:30])=[O:28])[C@@H:12]1[C:31]1[CH:36]=[CH:35][CH:34]=[CH:33][CH:32]=1)=[O:10])[C:2]1[CH:7]=[CH:6][CH:5]=[CH:4][CH:3]=1.N1C=CN=C1.[Si:42](Cl)([C:45]([CH3:48])([CH3:47])[CH3:46])([CH3:44])[CH3:43]>CN(C=O)C>[CH2:1]([O:8][C:9]([N:11]1[C@H:15]([CH2:16][O:17][Si:42]([C:45]([CH3:48])([CH3:47])[CH3:46])([CH3:44])[CH3:43])[C@@H:14]([CH2:18][O:19][CH2:20][C:21]2[CH:22]=[CH:23][CH:24]=[CH:25][CH:26]=2)[C@H:13]([C:27]([O:29][CH3:30])=[O:28])[C@@H:12]1[C:31]1[CH:32]=[CH:33][CH:34]=[CH:35][CH:36]=1)=[O:10])[C:2]1[CH:7]=[CH:6][CH:5]=[CH:4][CH:3]=1. Reported procedure: To a stirred and ice-cooled solution of crude (2R*,3S*,4S*,5S*)-1-benzyloxycarbonyl-4-benzyloxymethyl-5-hydroxymethyl-3-methoxycarbonyl-2-phenylpyrrolidine (15.9 g, ca.29.0 mmol) and imidazole (Im, 7.90 g, 116 mmol) in DMF (32.0 ml) was added t-butyldimethylsilyl chloride (8.74 g, 58.0 mmol)in one portion. The cooling bath was removed immediately after the addition, and the stirring was continued at room temperature for ca.5 hours. The reaction mixture was diluted with PhMe--AcOEt (2:1, 300 ml),... Reactants: Aryl Boronic Acids, C(C)(C)(C)OC(CCC1=C(C=C(C=C1)OCCC=1N=C(OC1C)C1=CC=C(C=C1)Br)CNC(=O)OC(C)C)=O (3-[4-{2-[2-(4-bromo-phenyl)-5-methyl-oxazol-4-yl]-ethoxy}-2-(isopropoxycarbonylamino-methyl)-phenyl]-propionic acid tert-butyl ester), N1=CC(=CC=C1)B(O)O (3-pyridineboronic acid), C1(=CC=CC=C1)P(C1=CC=CC=C1)C1=CC=CC=C1 (triphenylphosphine), C([O-])([O-])=O.[Na+].[Na+] (sodium carbonate). The reagents and catalysts are C(C)(=O)[O-].[Pd+2].C(C)(=O)[O-] (Palladium acetate). The solvent is C(CC)O (n-propanol). The product is C(C)(C)(C)OC(CCC1=C(C=C(C=C1)OCCC=1N=C(OC1C)C1=CC=C(C=C1)C=1C=NC=CC1)CNC(=O)OC(C)C)=O (3-(2-(isopropoxycarbonylamino-methyl)-4-{2-[5-methyl-2-(4-pyridin-3-yl-phenyl)-oxazol-4-yl]-ethoxy}-phenyl)-propionic acid tert-butyl ester). Reaction SMILES: [C:1]([O:5][C:6](=[O:39])[CH2:7][CH2:8][C:9]1[CH:14]=[CH:13][C:12]([O:15][CH2:16][CH2:17][C:18]2[N:19]=[C:20]([C:24]3[CH:29]=[CH:28][C:27](Br)=[CH:26][CH:25]=3)[O:21][C:22]=2[CH3:23])=[CH:11][C:10]=1[CH2:31][NH:32][C:33]([O:35][CH:36]([CH3:38])[CH3:37])=[O:34])([CH3:4])([CH3:3])[CH3:2].[N:40]1[CH:45]=[CH:44][CH:43]=[C:42](B(O)O)[CH:41]=1.C1(P(C2C=CC=CC=2)C2C=CC=CC=2)C=CC=CC=1.C(=O)([O-])[O-].[Na+].[Na+]>C(O)CC.C([O-])(=O)C.[Pd+2].C([O-])(=O)C>[C:1]([O:5][C:6](=[O:39])[CH2:7][CH2:8][C:9]1[CH:14]=[CH:13][C:12]([O:15][CH2:16][CH2:17][C:18]2[N:19]=[C:20]([C:24]3[CH:29]=[CH:28][C:27]([C:42]4[CH:41]=[N:40][CH:45]=[CH:44][CH:43]=4)=[CH:26][CH:25]=3)[O:21][C:22]=2[CH3:23])=[CH:11][C:10]=1[CH2:31][NH:32][C:33]([O:35][CH:36]([CH3:38])[CH3:37])=[O:34])([CH3:4])([CH3:3])[CH3:2] |f:3.4.5,7.8.9|. Procedure: Suzuki Coupling Using Aryl Boronic Acids: A mixture of 3-[4-{2-[2-(4-bromo-phenyl)-5-methyl-oxazol-4-yl]-ethoxy}-2-(isopropoxycarbonylamino-methyl)-phenyl]-propionic acid tert-butyl ester (450 mg, 0.75 mmol), 3-pyridineboronic acid (120 mg, 0.97 mmol), triphenylphosphine (6 mg, 0.024 mmol), 2M aqueous sodium carbonate (3 mL) in n-propanol (15 mL) was sparged with nitrogen for 5 min. Palladium acetate (2 mg, 0.008 mmol) was added, and the reaction was heated to reflux under a blanket of nitrogen ...